This data is from the Open Reaction Database (ORD), a public repository of structured organic reaction records. The task is: describe an organic reaction: reactants, conditions, products, and yield The reactants are [OH-].[K+] (KOH), C(C)(C)(C)NC1=NC=CC(=N1)C#C[Si](C)(C)C (2-tert-butylamino-4-[trimethylsilylethynyl]pyrimidine), [OH-].[K+] (KOH). Solvent: CO (CH3OH), CO (CH3OH), CO (CH3OH). Reaction conditions: time 30 minute. The product is C(C)(C)(C)NC1=NC=CC(=N1)C#C (tert-Butylamino-4-ethynylpyrimidine). Isolated yield 90.0%. Reaction SMILES: [C:1]([NH:5][C:6]1[N:11]=[C:10]([C:12]#[C:13][Si](C)(C)C)[CH:9]=[CH:8][N:7]=1)([CH3:4])([CH3:3])[CH3:2].[OH-].[K+]>CO>[C:1]([NH:5][C:6]1[N:11]=[C:10]([C:12]#[CH:13])[CH:9]=[CH:8][N:7]=1)([CH3:4])([CH3:3])[CH3:2] |f:1.2|. Procedure details: A solution of 2-tert-butylamino-4-[trimethylsilylethynyl]pyrimidine (from Example 2) in CH3OH (150 mL) was treated with a solution of KOH (30 mg) in CH3OH (5 mL). After 30 min, additional KOH (30 mg) in CH3OH (5 mL) was added. After a further 30 min, the mixture was concentrated and the residue was diluted with hexanes and loaded directly onto a short pad of SiO2. The product was eluted with 10% EtOAc in hexanes to provide the crude product as a light brown oil (18.6 g, 90% for 2 steps), which w... Reactants: COC1=CC=C(C=C1)C1=NC2(C(C1=O)=O)CCCCC2 (2-(4-methoxyphenyl)-3-oxo-1-azaspiro[4.5]dec-1-en-4-one), N[C@@H](C(C)C)CO (L-valinol), C(C)(=O)OCC (ethyl acetate). Reaction conditions: time 4 day. The product is COC1=CC=C(C=C1)C(=O)NC1(CCCCC1)C(=O)N[C@@H](C(C)C)CO (N-[[1-[[(4-Methoxyphenyl)carbonyl]amino]cyclohexyl]carbonyl]-L-valinol). The yield is 66.7%. As a reaction SMILES: [CH3:1][O:2][C:3]1[CH:8]=[CH:7][C:6]([C:9]2C(=O)[C:12](=[O:15])[C:11]3([CH2:20][CH2:19][CH2:18][CH2:17][CH2:16]3)[N:10]=2)=[CH:5][CH:4]=1.[NH2:21][C@H:22]([CH2:26][OH:27])[CH:23]([CH3:25])[CH3:24].C(OCC)(=[O:30])C>>[CH3:1][O:2][C:3]1[CH:4]=[CH:5][C:6]([C:9]([NH:10][C:11]2([C:12]([NH:21][C@H:22]([CH2:26][OH:27])[CH:23]([CH3:25])[CH3:24])=[O:15])[CH2:16][CH2:17][CH2:18][CH2:19][CH2:20]2)=[O:30])=[CH:7][CH:8]=1. Procedure: 260 mg (1.00 mmol) of 2-(4-methoxyphenyl)-3-oxo-1-azaspiro[4.5]dec-1-en-4-one was added to a solution of 252 mg (2.45 mmol) of L-valinol in 5 mL of ethyl acetate, and the mixture was stirred at room temperature for 4 days. The reaction solution was distilled off under reduced pressure, and the residue was washed with diethyl ether to obtain 243.5 mg (66.7%) of the title compound. Reaction SMILES: [N+:1](=[O:2])([O-:3])[c:4]1[s:5][c:6]([CH:9]=[O:10])[cH:7][cH:8]1.[s:11]1[c:12]([S:16](=[O:17])(=[O:18])[CH2:19][C:20]#[N:21])[cH:13][cH:14][cH:15]1>>[N+:1](=[O:2])([O-:3])[c:4]1[s:5][c:6]([CH:9]=[C:19]([S:16]([c:12]2[s:11][cH:15][cH:14][cH:13]2)(=[O:17])=[O:18])[C:20]#[N:21])[cH:7][cH:8]1. The product is N#CC(=Cc1ccc([N+](=O)[O-])s1)S(=O)(=O)c1cccs1. The reactants are O=Cc1ccc([N+](=O)[O-])s1, N#CCS(=O)(=O)c1cccs1. The reactants are ClC1=NC=C(C(=O)NC2=CC=C(C=C2)OC(F)(F)Cl)C=C1C1=CC=NN1C1OCCCC1 (6-chloro-N-(4-(chlorodifluoromethoxy)phenyl)-5-(1-(tetrahydro-2H-pyran-2-yl)-1H-pyrazol-5-yl)nicotinamide), FC(CN1CCNCC1)F (1-(2,2-difluoroethyl)piperazine). Product: ClC(OC1=CC=C(C=C1)NC(C1=CN=C(C(=C1)C1=CC=NN1)N1CCN(CC1)CC(F)F)=O)(F)F (N-(4-(Chlorodifluoromethoxy)phenyl)-6-(4-(2,2-difluoroethyl)piperazin-1-yl)-5-(1H-pyrazol-5-yl)nicotinamide). Reaction SMILES: Cl[C:2]1[C:21]([C:22]2[N:26](C3CCCCO3)[N:25]=[CH:24][CH:23]=2)=[CH:20][C:5]([C:6]([NH:8][C:9]2[CH:14]=[CH:13][C:12]([O:15][C:16]([Cl:19])([F:18])[F:17])=[CH:11][CH:10]=2)=[O:7])=[CH:4][N:3]=1.[F:33][CH:34]([F:42])[CH2:35][N:36]1[CH2:41][CH2:40][NH:39][CH2:38][CH2:37]1>>[Cl:19][C:16]([F:17])([F:18])[O:15][C:12]1[CH:11]=[CH:10][C:9]([NH:8][C:6](=[O:7])[C:5]2[CH:20]=[C:21]([C:22]3[NH:26][N:25]=[CH:24][CH:23]=3)[C:2]([N:39]3[CH2:40][CH2:41][N:36]([CH2:35][CH:34]([F:42])[F:33])[CH2:37][CH2:38]3)=[N:3][CH:4]=2)=[CH:14][CH:13]=1. Procedure: The title compound was prepared in an analogous fashion to that described in Example 33 using 6-chloro-N-(4-(chlorodifluoromethoxy)phenyl)-5-(1-(tetrahydro-2H-pyran-2-yl)-1H-pyrazol-5-yl)nicotinamide (Stage 48.2) and 1-(2,2-difluoroethyl)piperazine to afford an off-white powder. HPLC (Condition 4) tR=4.72 min, UPLC-MS (Condition 3) tR=1.05 min, m/z=513 [M+H]+; 1H-NMR (400 MHz, DMSO-d6) δ ppm 2.57 (br. s, 4H) 2.73 (td, J=15.64, 3.91 Hz, 2H) 3.09-3.22 (m, 4H) 6.13 (s, 1H) 6.67 (br. s, 1H) 7.33 (d,... Reactants: C(\C=C\C(=O)O)(=O)O.NC1=CC2=C(OCC2)C(=C1)C(=O)NCC1N(CCC1)CC (5-amino-N-(1-ethyl-2-pyrrolidinylmethyl)-2,3-dihydrobenzo[b]furan-7-carboxamide fumarate), CS(=O)(=O)Cl (methanesulfonyl chloride). Run in C(Cl)Cl (methylene chloride), C(Cl)Cl (CH2Cl2). Product: C(C)N1C(CCC1)CNC(=O)C1=CC(=CC2=C1OCC2)NS(=O)(=O)C (N-(1-ethyl-2-pyrrolidinylmethyl)-5-methanesulfonamido-2,3-dihydrobenzo[b]furan-7-carboxamide). Yield: 109.7%. As a reaction SMILES: C(O)(=O)/C=C/C(O)=O.[NH2:9][C:10]1[CH:18]=[C:17]([C:19]([NH:21][CH2:22][CH:23]2[CH2:27][CH2:26][CH2:25][N:24]2[CH2:28][CH3:29])=[O:20])[C:13]2[O:14][CH2:15][CH2:16][C:12]=2[CH:11]=1.[CH3:30][S:31](Cl)(=[O:33])=[O:32]>C(Cl)Cl>[CH2:28]([N:24]1[CH2:25][CH2:26][CH2:27][CH:23]1[CH2:22][NH:21][C:19]([C:17]1[C:13]2[O:14][CH2:15][CH2:16][C:12]=2[CH:11]=[C:10]([NH:9][S:31]([CH3:30])(=[O:33])=[O:32])[CH:18]=1)=[O:20])[CH3:29] |f:0.1|. Procedure details: A solution of 5-amino-N-(1-ethyl-2-pyrrolidinylmethyl)-2,3-dihydrobenzo[b]furan-7-carboxamide (161) (1.80 g, 6.2 mmol) and methanesulfonyl chloride (12.78 g, 0.11 mol) in 30 ml of methylene chloride was heated to reflux overnight. The solution was diluted with CH2Cl2 (30 ml), and then extracted with water (2×30 ml). The combined aqueous layers were made basic with NaHCO3 powder, and extracted with CH2Cl2 (4×50 ml). The organic extracts were combined, dried over anhydrous Na2SO4, and evaporated t...